From a dataset of the Open Reaction Database (ORD), a public repository of structured organic reaction records. describe an organic reaction: reactants, conditions, products, and yield Reactants: O=C([O-])O, Cc1ccccc1, COC(=O)C(C)Nc1c(C)ccc2ccccc12, Cl, [Na+], O, O=C(Cl)c1csnn1. Yields the product COC(=O)C(C)N(C(=O)c1csnn1)c1c(C)ccc2ccccc12. As a reaction SMILES: [C:28](=[O:29])([OH:30])[O-:31].[CH3:33][c:34]1[cH:35][cH:36][cH:37][cH:38][cH:39]1.[CH3:9][O:10][C:11]([CH:12]([NH:13][c:14]1[c:15]([CH3:24])[cH:16][cH:17][c:18]2[cH:19][cH:20][cH:21][cH:22][c:23]12)[CH3:25])=[O:26].[ClH:27].[Na+:32].[OH2:40].[s:1]1[n:2][n:3][c:4]([C:6](=[O:7])[Cl:8])[cH:5]1>>[s:1]1[n:2][n:3][c:4]([C:6](=[O:7])[N:13]([CH:12]([C:11]([O:10][CH3:9])=[O:26])[CH3:25])[c:14]2[c:15]([CH3:24])[cH:16][cH:17][c:18]3[cH:19][cH:20][cH:21][cH:22][c:23]23)[cH:5]1. Starting materials: ClC1=C(C(=CC=C1)Cl)N1C(NCC2=C(C=C(C=C12)C1=CCC2(OCCO2)CC1)C1=C(C=CC=C1)Cl)=O (1-(2,6-dichlorophenyl)-5-(2-chlorophenyl)-7-(1,4-dioxaspiro(4.5)dec-7-ene-8-yl)-3,4-dihydro-2(1H)-quinazolinone), ClC1=C(C(=CC=C1)Cl)N1C(NCC2=C(C=C(C=C12)C1=CCC2(OCCO2)CC1)C1=C(C=CC=C1)Cl)=O (1-(2,6-dichlorophenyl)-5-(2-chlorophenyl)-7-(1,4-dioxaspiro(4.5)dec-7-ene-8-yl)-3,4-dihydro-2(1H)-quinazolinone). The reagents and catalysts are [Pt]=O (platinum oxide). Solvent: C(C)(=O)OCC (ethyl acetate). Run at time 2 hour. Yields the product ClC1=C(C(=CC=C1)Cl)N1C(NCC2=C(C=C(C=C12)C1CCC2(OCCO2)CC1)C1=C(C=CC=C1)Cl)=O (1-(2,6-Dichlorophenyl)-5-(2-chlorophenyl)-7-(1,4-dioxaspiro(4.5)dec-8-yl)-3,4-dihydro-2(1H)-quinazolinone). As a reaction SMILES: [Cl:1][C:2]1[CH:7]=[CH:6][CH:5]=[C:4]([Cl:8])[C:3]=1[N:9]1[C:18]2[C:13](=[C:14]([C:29]3[CH:34]=[CH:33][CH:32]=[CH:31][C:30]=3[Cl:35])[CH:15]=[C:16]([C:19]3[CH2:28][CH2:27][C:22]4([O:26][CH2:25][CH2:24][O:23]4)[CH2:21][CH:20]=3)[CH:17]=2)[CH2:12][NH:11][C:10]1=[O:36]>C(OCC)(=O)C.[Pt]=O>[Cl:8][C:4]1[CH:5]=[CH:6][CH:7]=[C:2]([Cl:1])[C:3]=1[N:9]1[C:18]2[C:13](=[C:14]([C:29]3[CH:34]=[CH:33][CH:32]=[CH:31][C:30]=3[Cl:35])[CH:15]=[C:16]([CH:19]3[CH2:28][CH2:27][C:22]4([O:26][CH2:25][CH2:24][O:23]4)[CH2:21][CH2:20]3)[CH:17]=2)[CH2:12][NH:11][C:10]1=[O:36]. Procedure details: To 1-(2,6-dichlorophenyl)-5-(2-chlorophenyl)-7-(1,4-dioxaspiro(4.5)dec-7-ene-8-yl)-3,4-dihydro-2(1H)-quinazolinone (818.8 mg, 1.51 mmol) (INTERMEDIATE 71) in ethyl acetate (25 mL) under a nitrogen atmosphere was added platinum oxide (Adam's catalyst, 164 mg). The reaction mixture was purged with H2 (via balloon) and stirred for 2 hours. Proton NMR analysis of an aliquot showed incomplete reduction. An additional 82 mg of PtO2 was added and the solution stirred under a H2 atmosphere for another h...